This data is from the Open Reaction Database (ORD), a public repository of structured organic reaction records. The task is: describe an organic reaction: reactants, conditions, products, and yield Starting materials: Cl (HCl), NC1=CC(=C(C(=O)NCCN(CC)CC)C=C1Cl)OCC(C)=O (4-amino-5-chloro-N-[2-(diethylamino)ethyl]-2-(2-propanon-1-yl)oxybenzamide), [BH4-].[Na+] (sodium borohydride), [BH4-].[Na+] (sodium borohydride). The solvent is C(C)O (ethanol). Procedure: A mixture of 4-amino-5-chloro-N-[2-(diethylamino)ethyl]-2-(2-propanon-1-yl)oxybenzamide (1.28 g, 3.7 mmoles) and sodium borohydride (80 mg, 2.1 mmoles) in absolute ethanol (15 ml) was refluxed for 30 minutes, followed by addition of another 50 mg (1.3 mmole) of sodium borohydride and reflux for 10 minutes. The mixture was acidified with 2N HCl and concentrated in vacuo. The residue was partitioned between water and ether, and the ether layer was discarded. The aqueous layer was made basic with N... The product is NC1=CC(=C(C(=O)NCCN(CC)CC)C=C1Cl)OCC(C)O (4-Amino-5-chloro-N-[2-(diethylamino)ethyl]-2-(2-hydroxypropan-1-yl)oxybenzamide). The yield is 62.9%. Reaction SMILES: [NH2:1][C:2]1[C:17]([Cl:18])=[CH:16][C:5]([C:6]([NH:8][CH2:9][CH2:10][N:11]([CH2:14][CH3:15])[CH2:12][CH3:13])=[O:7])=[C:4]([O:19][CH2:20][C:21](=[O:23])[CH3:22])[CH:3]=1.[BH4-].[Na+].Cl>C(O)C>[NH2:1][C:2]1[C:17]([Cl:18])=[CH:16][C:5]([C:6]([NH:8][CH2:9][CH2:10][N:11]([CH2:14][CH3:15])[CH2:12][CH3:13])=[O:7])=[C:4]([O:19][CH2:20][CH:21]([OH:23])[CH3:22])[CH:3]=1 |f:1.2|. The reactants are C(C)(C)(C)C1=C(C=C(C=C1)CC[C@H](CC1CCCCC1)O)NC(CC1C2=CC=CC=C2OC=2C=CC=CC12)=O ((R)-N-[2-t-butyl-5-(4-cyclohexyl-3-hydroxybutyl)phenyl]-2-(9H-xanthen-9-yl)acetamide), C(CCC(=O)O)(=O)OCC1=CC=CC=C1 (benzyl hydrogen succinate), Cl.C(C)N=C=NCCCN(C)C (1-ethyl-3-(3'-dimethylaminopropyl)carbodiimide hydrochloride). Reagents/catalysts: CN(C)C1=CC=NC=C1 (4-(N,N-dimethylamino)pyridine). Run in O1CCCC1 (tetrahydrofuran), C(C)(=O)OCC (ethyl acetate). Reaction conditions: time 17 hour. Product: C(CCC(=O)OCC1=CC=CC=C1)(=O)O[C@@H](CC1CCCCC1)CCC1=CC(=C(C=C1)C(C)(C)C)NC(CC1C2=CC=CC=C2OC=2C=CC=CC12)=O ((R)-1-(2-{4-t-Butyl-3-[2-(9H-xanthen-9-yl)acetamido]phenyl}ethyl)-2-cyclohexylethyl benzyl succinate). Reaction SMILES: [C:1]([C:5]1[CH:10]=[CH:9][C:8]([CH2:11][CH2:12][C@@H:13]([OH:21])[CH2:14][CH:15]2[CH2:20][CH2:19][CH2:18][CH2:17][CH2:16]2)=[CH:7][C:6]=1[NH:22][C:23](=[O:39])[CH2:24][CH:25]1[C:38]2[CH:37]=[CH:36][CH:35]=[CH:34][C:33]=2[O:32][C:31]2[C:26]1=[CH:27][CH:28]=[CH:29][CH:30]=2)([CH3:4])([CH3:3])[CH3:2].[C:40]([O:47][CH2:48][C:49]1[CH:54]=[CH:53][CH:52]=[CH:51][CH:50]=1)(=[O:46])[CH2:41][CH2:42][C:43](O)=[O:44].Cl.C(N=C=NCCCN(C)C)C>CN(C1C=CN=CC=1)C.O1CCCC1.C(OCC)(=O)C>[C:43]([O:21][C@H:13]([CH2:12][CH2:11][C:8]1[CH:9]=[CH:10][C:5]([C:1]([CH3:4])([CH3:2])[CH3:3])=[C:6]([NH:22][C:23](=[O:39])[CH2:24][CH:25]2[C:26]3[CH:27]=[CH:28][CH:29]=[CH:30][C:31]=3[O:32][C:33]3[C:38]2=[CH:37][CH:36]=[CH:35][CH:34]=3)[CH:7]=1)[CH2:14][CH:15]1[CH2:16][CH2:17][CH2:18][CH2:19][CH2:20]1)(=[O:44])[CH2:42][CH2:41][C:40]([O:47][CH2:48][C:49]1[CH:50]=[CH:51][CH:52]=[CH:53][CH:54]=1)=[O:46] |f:2.3|. Procedure: A suspension of 249 mg (0.474 mmol) of (R)-N-[2-t-butyl-5-(4-cyclohexyl-3-hydroxybutyl)phenyl]-2-(9H-xanthen-9-yl)acetamide (prepared as described in Example 100), 218 mg (1.05 mmol) of benzyl hydrogen succinate, 76 mg (0.62 mmol) of 4-(N,N-dimethylamino)pyridine and 256 mg (1.34 mmol) of 1-ethyl-3-(3'-dimethylaminopropyl)carbodiimide hydrochloride in 5 ml of tetrahydrofuran was stirred for 17 hours at room temperature. At the end of this time, the reaction mixture was diluted with ethyl acetate... Reagents/catalysts: [Pd] (Pd-C). Yields the product N1(CCNCC1)C1=NC=2CCCC(C2C=N1)=O (2-Piperazino-5-oxo-5,6,7,8-tetrahydroquinazoline). Reported procedure: Dissolved in 30 ml of ethanol and 10 ml of acetic acid was 0.64 g (2 mmol, Referential Example 47) of 2-(4-benzylpiperazino)-5-oxo-5,6,7,8-tetrahydroquinazoline, followed by an addition of 64 mg of 10% Pd-C. The quinazoline derivative was hydrogenated at 50° C. for 1 hour under atmospheric pressure. After cooling the reaction mixture to room temperature, the catalyst was filtered off and the solvent was distilled off from the filtrate under reduced pressure. The residue was recrystallized from e... The reactants are C(C)(=O)O (acetic acid), C(C1=CC=CC=C1)N1CCN(CC1)C1=NC=2CCCC(C2C=N1)=O (2-(4-benzylpiperazino)-5-oxo-5,6,7,8-tetrahydroquinazoline), N1=CN=CC2=CC=CC=C12 (quinazoline). As a reaction SMILES: C(O)(=O)C.C([N:12]1[CH2:17][CH2:16][N:15]([C:18]2[N:27]=[CH:26][C:25]3[C:24](=[O:28])[CH2:23][CH2:22][CH2:21][C:20]=3[N:19]=2)[CH2:14][CH2:13]1)C1C=CC=CC=1.N1C2C(=CC=CC=2)C=NC=1>C(O)C.[Pd]>[N:15]1([C:18]2[N:27]=[CH:26][C:25]3[C:24](=[O:28])[CH2:23][CH2:22][CH2:21][C:20]=3[N:19]=2)[CH2:16][CH2:17][NH:12][CH2:13][CH2:14]1. The solvent is C(C)O (ethanol). Isolated yield 90.4%. The reactants are C1(=CC=C(C=C1)C(=O)N1[C@@H](CC(C1)=NOC)C(N)=NO)C1=CC=CC=C1 ((2S,4EZ)-1-([1,1′-biphenyl]-4-ylcarbonyl)-N′-hydroxy-4-(methoxyimino)-2-pyrrolidinecarboximidamide), C1(=CC=C(C=C1)C(=O)N1[C@@H](CC(C1)=NOC)C(N)=NO)C1=CC=CC=C1 ((2S,4EZ)-1-([1,1′-biphenyl]-4-ylcarbonyl)-N′-hydroxy-4-(methoxyimino)-2-pyrrolidinecarboximidamide), COCC(=O)O (methoxyacetic acid). Product: CON=C1CN([C@@H](C1)C1=NOC(=N1)COC)C(=O)C1=CC=C(C=C1)C1=CC=CC=C1 ((3EZ,5S)-1-([1,1′-biphenyl]-4-ylcarbonyl)-5-[5-(methoxymethyl)-1,2,4-oxadiazol-3-yl]-3-pyrrolidinone O-methyloxime). RXN SMILES: [C:1]1([C:21]2[CH:26]=[CH:25][CH:24]=[CH:23][CH:22]=2)[CH:6]=[CH:5][C:4]([C:7]([N:9]2[CH2:13][C:12](=[N:14][O:15][CH3:16])[CH2:11][C@H:10]2[C:17](=[N:19][OH:20])[NH2:18])=[O:8])=[CH:3][CH:2]=1.[CH3:27][O:28][CH2:29][C:30](O)=O>>[CH3:16][O:15][N:14]=[C:12]1[CH2:11][C@@H:10]([C:17]2[N:18]=[C:30]([CH2:29][O:28][CH3:27])[O:20][N:19]=2)[N:9]([C:7]([C:4]2[CH:3]=[CH:2][C:1]([C:21]3[CH:26]=[CH:25][CH:24]=[CH:23][CH:22]=3)=[CH:6][CH:5]=2)=[O:8])[CH2:13]1. Procedure details: Following the general method as outlined in Example 15, starting from (2S,4EZ)-1-([1,1′-biphenyl]-4-ylcarbonyl)-N′-hydroxy-4-(methoxyimino)-2-pyrrolidinecarboximidamide (Intermediate 8) and methoxyacetic acid, the title compound was obtained in 91% purity by HPLC. Starting materials: [N+](=O)([O-])C1=CC=C(C=C1)S(=O)(=O)Cl (p-nitrobenzenesulfonyl chloride), C(CC)OC=1C=C(C=C(C1)F)NC(=O)N1CCNCC1 (1-[[(3-propoxy-5-fluorophenyl)amino]carbonyl]piperazine). Solvent: C(C)N(CC)CC (triethylamine). Yields the product [N+](=O)([O-])C1=CC=C(C=C1)S(=O)(=O)N1CCN(CC1)C(=O)NC1=CC(=CC(=C1)F)OCCC (1-[(p-nitrophenyl)-sulfonyl]-4-[[(3-propoxy-5-fluorophenyl)amino]-carbonyl]piperazine). RXN SMILES: [N+:1]([C:4]1[CH:9]=[CH:8][C:7]([S:10](Cl)(=[O:12])=[O:11])=[CH:6][CH:5]=1)([O-:3])=[O:2].[CH2:14]([O:17][C:18]1[CH:19]=[C:20]([NH:25][C:26]([N:28]2[CH2:33][CH2:32][NH:31][CH2:30][CH2:29]2)=[O:27])[CH:21]=[C:22]([F:24])[CH:23]=1)[CH2:15][CH3:16]>C(N(CC)CC)C>[N+:1]([C:4]1[CH:9]=[CH:8][C:7]([S:10]([N:31]2[CH2:32][CH2:33][N:28]([C:26]([NH:25][C:20]3[CH:21]=[C:22]([F:24])[CH:23]=[C:18]([O:17][CH2:14][CH2:15][CH3:16])[CH:19]=3)=[O:27])[CH2:29][CH2:30]2)(=[O:12])=[O:11])=[CH:6][CH:5]=1)([O-:3])=[O:2]. Procedure: In the manner given in Example 1A, p-nitrobenzenesulfonyl chloride, 1-[[(3-propoxy-5-fluorophenyl)amino]carbonyl]piperazine and triethylamine are stirred at reflux to give 1-[(p-nitrophenyl)-sulfonyl]-4-[[(3-propoxy-5-fluorophenyl)amino]-carbonyl]piperazine. Procedure details: The preparation of Compound 55 is illustrated in Scheme 5, above. To a solution of 2′-C-methyluridine (1 g) in pyridine (40 ml) were added acetic acid (3 ml) and DMAP. The mixture was stirred at 50° C. during 3 hours, followed by two days at room temperature. Then, the mixture was concentrated and co-evaporated with toluene and the residue purified by silica gel chromatography eluting with 0→10% methanol in dichloromethane to yield 2′,3′,5′-Tri-O-acetyl-2′-C-methyluridine (93%). MS (ESI, EI+) m/... The product is C(C)(=O)O[C@]1([C@@H](O[C@@H]([C@H]1OC(C)=O)COC(C)=O)N1C(=O)NC(=O)C=C1)C (2′,3′,5′-Tri-O-acetyl-2′-C-methyluridine). Reaction SMILES: [CH3:1][C@@:2]1([OH:18])[C@H:6]([OH:7])[C@@H:5]([CH2:8][OH:9])[O:4][C@H:3]1[N:10]1[CH:17]=[CH:16][C:14](=[O:15])[NH:13][C:11]1=[O:12].[C:19]([OH:22])(=O)[CH3:20]>N1C=CC=CC=1.CN(C1C=CN=CC=1)C>[C:3]([O:18][C@:2]1([CH3:1])[C@H:6]([O:7][C:6](=[O:7])[CH3:5])[C@@H:5]([CH2:8][O:9][C:19](=[O:22])[CH3:20])[O:4][C@H:3]1[N:10]1[CH:17]=[CH:16][C:14](=[O:15])[NH:13][C:11]1=[O:12])(=[O:4])[CH3:2]. Isolated yield 93.0%. The reactants are Compound 55, C[C@@]1([C@@H](O[C@@H]([C@H]1O)CO)N1C(=O)NC(=O)C=C1)O (2′-C-methyluridine), C(C)(=O)O (acetic acid). The solvent is N1=CC=CC=C1 (pyridine). Reaction conditions: temperature 50 celsius, time 3 hour. Reagents/catalysts: CN(C)C=1C=CN=CC1 (DMAP). Starting materials: FC1=CC=C(C=C1)C1CC[Si](CC1)(OC)OC (4-(p-fluorophenyl)-1,1-dimethoxy-1-silacyclohexane), C(C)(=O)C1=CC=CC=C1 (acetophenone), CO (methanol). The solvent is C(C)N(CC)CC (triethylamine). Yields the product FC1=CC=C(C=C1)C1CC[SiH2]CC1 (4-(p-fluorophenyl)-1-silacyclohexane). Reaction SMILES: CO.[F:3][C:4]1[CH:9]=[CH:8][C:7]([CH:10]2[CH2:15][CH2:14][Si:13](OC)(OC)[CH2:12][CH2:11]2)=[CH:6][CH:5]=1.C(C1C=CC=CC=1)(=O)C>C(N(CC)CC)C>[F:3][C:4]1[CH:9]=[CH:8][C:7]([CH:10]2[CH2:11][CH2:12][SiH2:13][CH2:14][CH2:15]2)=[CH:6][CH:5]=1. Procedure details: In the same manner as in Example 9, 21.0 g of 4-(p-fluorophenyl)-1,1-dichloro-1-silacyclohexane was obtained from 4-(p-fluorophenyl)-1,1-diphenyl-1-silacyclohexane obtained in Preparatory Example 5. A mixture of 50.0 g of methanol and 30 g of triethylamine was added to the solution obtained above, followed by agitation under reflux for 1 hour. The resultant solution was concentrated, to which 200 ml of hexane was added thereby permitting secondarily produced hydrochloride to be precipitated. The... Starting materials: ClCCCN1S(N(C2=C(C1)C=CC=C2)C2=CC=C(C=C2)F)(=O)=O (3-(3-chloropropyl)-1-(4-fluorophenyl)-3,4-dihydro-1H-2,1,3-benzothiadiazine 2,2-dioxide), CN (methylamine), Cl (HCl). The product is Cl.FC1=CC=C(C=C1)N1S(N(CC2=C1C=CC=C2)CCCNC)(=O)=O (3-[1-(4-fluorophenyl)-2,2-dioxido-1,4-dihydro-3H-2,1,3-benzothiadiazin-3-yl]-N-methylpropan-1-amine hydrochloride). RXN SMILES: [Cl:1][CH2:2][CH2:3][CH2:4][N:5]1[CH2:10][C:9]2[CH:11]=[CH:12][CH:13]=[CH:14][C:8]=2[N:7]([C:15]2[CH:20]=[CH:19][C:18]([F:21])=[CH:17][CH:16]=2)[S:6]1(=[O:23])=[O:22].[CH3:24][NH2:25].Cl>>[ClH:1].[F:21][C:18]1[CH:19]=[CH:20][C:15]([N:7]2[C:8]3[CH:14]=[CH:13][CH:12]=[CH:11][C:9]=3[CH2:10][N:5]([CH2:4][CH2:3][CH2:2][NH:25][CH3:24])[S:6]2(=[O:23])=[O:22])=[CH:16][CH:17]=1 |f:3.4|. Procedure details: In an analogous manner to Example 1, step 8, 3-(3-chloropropyl)-1-(4-fluorophenyl)-3,4-dihydro-1H-2,1,3-benzothiadiazine 2,2-dioxide (50 mg) was reacted with methylamine and then treated with HCl to provide 3-[1-(4-fluorophenyl)-2,2-dioxido-1,4-dihydro-3H-2,1,3-benzothiadiazin-3-yl]-N-methylpropan-1-amine hydrochloride (46 mg): The product is ClC1=CC=C(C2=CC=CC=C12)N1N=CC=C1C1=NN(C=CC1=O)C1=CC(=CC=C1)Cl (3-[2-(4-Chloro-naphthalen-1-yl)-2H-pyrazol-3-yl]-1-(3-chloro-phenyl)-1H-pyridazin-4-one). As a reaction SMILES: [Cl:1][C:2]1[CH:3]=[C:4]([N:8]2[CH:13]=[CH:12][C:11](=[O:14])[C:10]([C:15](=O)/[CH:16]=[CH:17]/[N:18](C)C)=[N:9]2)[CH:5]=[CH:6][CH:7]=1.[Cl:22][C:23]1[C:32]2[C:27](=[CH:28][CH:29]=[CH:30][CH:31]=2)[C:26]([NH:33]N)=[CH:25][CH:24]=1>>[Cl:22][C:23]1[C:32]2[C:27](=[CH:28][CH:29]=[CH:30][CH:31]=2)[C:26]([N:33]2[C:15]([C:10]3[C:11](=[O:14])[CH:12]=[CH:13][N:8]([C:4]4[CH:5]=[CH:6][CH:7]=[C:2]([Cl:1])[CH:3]=4)[N:9]=3)=[CH:16][CH:17]=[N:18]2)=[CH:25][CH:24]=1. The reactants are ClC=1C=C(C=CC1)N1N=C(C(C=C1)=O)C(\C=C\N(C)C)=O (1-(3-Chloro-phenyl)-3-((E)-3-dimethylamino-acryloyl)-1H-pyridazin-4-one), ClC1=CC=C(C2=CC=CC=C12)NN ((4-chloro-naphthalen-1-yl)-hydrazine). Procedure: The product was obtained starting from 1-(3-Chloro-phenyl)-3-((E)-3-dimethylamino-acryloyl)-1H-pyridazin-4-one (A-23) and (4-chloro-naphthalen-1-yl)-hydrazine according to the method described for example 1. MS: M=433.1 (M+H)+